From a dataset of the Open Reaction Database (ORD), a public repository of structured organic reaction records. describe an organic reaction: reactants, conditions, products, and yield The reactants are Cl (HCl), N1=C(C=CC=C1)C(=O)C1=NC=CC=C1 (di-2-pyridyl ketone), C(C)(=O)[O-].[NH4+] (ammonium acetate), C(#N)[BH3-].[Na+] (sodium cyanoborohydride). Run in CO (methanol). Product: N1=C(C=CC=C1)C(C1=NC=CC=C1)N (C,C-Di-pyridin-2-yl-methylamine). As a reaction SMILES: [N:1]1[CH:6]=[CH:5][CH:4]=[CH:3][C:2]=1[C:7]([C:9]1[CH:14]=[CH:13][CH:12]=[CH:11][N:10]=1)=O.C([O-])(=O)C.[NH4+].C([BH3-])#[N:21].[Na+].Cl>CO>[N:1]1[CH:6]=[CH:5][CH:4]=[CH:3][C:2]=1[CH:7]([NH2:21])[C:9]1[CH:14]=[CH:13][CH:12]=[CH:11][N:10]=1 |f:1.2,3.4|. Procedure: To a solution of di-2-pyridyl ketone (1.84 g, 10 mmol) and ammonium acetate (7.7 g, 100 mmol) in anhydrous methanol (30 ml) was added sodium cyanoborohydride (1.26 g, 20 mmol) and the resulting solution heated at reflux for 5 hours. The reaction mixture was then cooled in an ice bath and acidified to pH 2 with concentrated HCl. Solvent was removed under reduced pressure and the residue dissolved in water (30 ml), washed with ether (3×10 ml) then basified to pH 10 with solid sodium hydroxide. The... The reactants are CC(=O)O, O=C1OC(=O)c2c(F)c(F)c(F)c(F)c21, CCN1C(=O)NC(=O)C(C)(N)C1=O. The product is CCN1C(=O)NC(=O)C(C)(N2C(=O)c3c(F)c(F)c(F)c(F)c3C2=O)C1=O. RXN SMILES: [C:29]([OH:30])(=[O:31])[CH3:32].[F:14][c:15]1[c:16]([F:28])[c:17]([F:27])[c:18]([F:26])[c:19]2[c:20]1[C:21](=[O:22])[O:23][C:24]2=[O:25].[NH2:1][C:2]1([CH3:13])[C:3](=[O:12])[NH:4][C:5](=[O:11])[N:6]([CH2:9][CH3:10])[C:7]1=[O:8]>>[N:1]1([C:2]2([CH3:13])[C:3](=[O:12])[NH:4][C:5](=[O:11])[N:6]([CH2:9][CH3:10])[C:7]2=[O:8])[C:21](=[O:22])[c:20]2[c:15]([F:14])[c:16]([F:28])[c:17]([F:27])[c:18]([F:26])[c:19]2[C:24]1=[O:23]. Starting materials: COC(CCCOC1=CC=C(C=C1)C(=O)N1[C@H](C[C@H](C2=CC=CC=C12)N(C1=CC=C(C=C1)Cl)C(C)=O)C)=O ((2S,4R)-4-(4-{4-[acetyl(4-chloro-phenyl)-amino]-2-methyl-3,4-dihydro-2H-quinoline-1-carbonyl}-phenoxy)-butyric acid methyl ester), COC(CCCOC1=CC=C(C=C1)C(=O)N1[C@H](C[C@H](C2=CC=CC=C12)N(C1=CC=C(C=C1)Cl)C(C)=O)C)=O ((2S,4R)-4-(4-{4-[acetyl(4-chloro-phenyl)-amino]-2-methyl-3,4-dihydro-2H-quinoline-1-carbonyl}-phenoxy)-butyric acid methyl ester), C(C)(N)=NO (Acetamide oxime), [H-].[Na+] (NaH). Solvent: C1CCOC1 (THF). The product is ClC1=CC=C(C=C1)N(C(C)=O)[C@@H]1C[C@@H](N(C2=CC=CC=C12)C(C1=CC=C(C=C1)OCCCC1=NC(=NO1)C)=O)C ((2S,4R)-N-(4-Chloro-phenyl)-N-(2-methyl-1-{4-[3-(3-methyl-[1,2,4]oxadiazol-5-yl)-propoxy]-benzoyl}-1,2,3,4-tetrahydro-quinolin-4-yl)-acetamide). As a reaction SMILES: C[O:2][C:3](=O)[CH2:4][CH2:5][CH2:6][O:7][C:8]1[CH:13]=[CH:12][C:11]([C:14]([N:16]2[C:25]3[C:20](=[CH:21][CH:22]=[CH:23][CH:24]=3)[C@H:19]([N:26]([C:34](=[O:36])[CH3:35])[C:27]3[CH:32]=[CH:31][C:30]([Cl:33])=[CH:29][CH:28]=3)[CH2:18][C@@H:17]2[CH3:37])=[O:15])=[CH:10][CH:9]=1.[C:39](=[N:42]O)([NH2:41])[CH3:40].[H-].[Na+]>C1COCC1>[Cl:33][C:30]1[CH:29]=[CH:28][C:27]([N:26]([C@H:19]2[C:20]3[C:25](=[CH:24][CH:23]=[CH:22][CH:21]=3)[N:16]([C:14](=[O:15])[C:11]3[CH:10]=[CH:9][C:8]([O:7][CH2:6][CH2:5][CH2:4][C:3]4[O:2][N:42]=[C:39]([CH3:40])[N:41]=4)=[CH:13][CH:12]=3)[C@@H:17]([CH3:37])[CH2:18]2)[C:34](=[O:36])[CH3:35])=[CH:32][CH:31]=1 |f:2.3|. Reported procedure: (2S,4R)-N-(4-Chloro-phenyl)-N-(2-methyl-1-{4-[3-(3-methyl-[1,2,4]oxadiazol-5-yl)-propoxy]-benzoyl}-1,2,3,4-tetrahydro-quinolin-4-yl)-acetamide was prepared from (2S,4R)-4-(4-{4-[acetyl(4-chloro-phenyl)-amino]-2-methyl-3,4-dihydro-2H-quinoline-1-carbonyl}-phenoxy)-butyric acid methyl ester. Acetamide oxime (0.043 g, 0.58 mmol) was suspended in THF under N2 and NaH (60% dispersion in oil) (0.025 g, 1.0 mmol) was added followed by 4A° molecular sieves and heated to 60° C. for 1 h. (2S,4R)-4-(4-{4-[... Reactants: FC(S(=O)(=O)O)(F)F (trifluoromethanesulphonic acid), ClC(C#N)(Cl)Cl (trichloroacetonitrile), OCC1=CC=C(C=C1)C1C(CN(CC1)C(=O)OCC1=CC=CC=C1)OCC=1C=CC2=C(N(CCO2)CCCOC)C1 (benzyl 4-(4-hydroxymethylphenyl)-3-[4-(3-methoxypropyl)-3,4-dihydro-2H-benzo[1,4]oxazin-6-ylmethoxy]piperidine-1-carboxylate), [H-].[Na+] (sodium hydride), C(O)([O-])=O.[Na+] (sodium hydrogencarbonate). Run in ClCCl (dichloromethane), CC(C)O (2-propanol), C(Cl)(Cl)(Cl)Cl (carbon tetrachloride). Run at temperature -30 celsius, time 20 minute. Product: C(C)(C)OCC1=CC=C(C=C1)C1C(CN(CC1)C(=O)OCC1=CC=CC=C1)OCC=1C=CC2=C(N(CCO2)CCCOC)C1 (Benzyl 4-(4-isopropoxymethylphenyl)-3-[4-(3-methoxypropyl)-3,4-dihydro-2H-benzo[1,4]oxazin-6-ylmethoxy]piperidine-1-carboxylate), SiO2. Reaction SMILES: [OH:1][CH2:2][C:3]1[CH:8]=[CH:7][C:6]([CH:9]2[CH2:14][CH2:13][N:12]([C:15]([O:17][CH2:18][C:19]3[CH:24]=[CH:23][CH:22]=[CH:21][CH:20]=3)=[O:16])[CH2:11][CH:10]2[O:25][CH2:26][C:27]2[CH:28]=[CH:29][C:30]3[O:35][CH2:34][CH2:33][N:32]([CH2:36][CH2:37][CH2:38][O:39][CH3:40])[C:31]=3[CH:41]=2)=[CH:5][CH:4]=1.[H-].[Na+].Cl[C:45](Cl)(Cl)[C:46]#N.F[C:51](F)(F)S(O)(=O)=O.C(=O)([O-])O.[Na+]>C(Cl)(Cl)(Cl)Cl.ClCCl.CC(O)C>[CH:46]([O:1][CH2:2][C:3]1[CH:4]=[CH:5][C:6]([CH:9]2[CH2:14][CH2:13][N:12]([C:15]([O:17][CH2:18][C:19]3[CH:20]=[CH:21][CH:22]=[CH:23][CH:24]=3)=[O:16])[CH2:11][CH:10]2[O:25][CH2:26][C:27]2[CH:28]=[CH:29][C:30]3[O:35][CH2:34][CH2:33][N:32]([CH2:36][CH2:37][CH2:38][O:39][CH3:40])[C:31]=3[CH:41]=2)=[CH:7][CH:8]=1)([CH3:45])[CH3:51] |f:1.2,5.6|. Procedure: The solution of 0.200 g of benzyl 4-(4-hydroxymethylphenyl)-3-[4-(3-methoxypropyl)-3,4-dihydro-2H-benzo[1,4]oxazin-6-ylmethoxy]piperidine-1-carboxylate (Example 270c) in 8 ml of carbon tetrachloride at 0° C. is admixed with 0.019 g of sodium hydride and then stirred for 20 minutes. The reaction mixture is admixed with 0.326 g of trichloroacetonitrile and stirred at 0° C. for 3 hours. Afterwards, a solution of 0.0322 g of 2-propanol in 5 ml of dichloromethane is added and the reaction mixture is ... Reactants: OC=1C=CC=C2C(OC(=O)C12)C (7-hydroxy-3-methyl-phthalide), COC=1C=CC(=CC1)P2(=S)SP(=S)(S2)C=3C=CC(=CC3)OC (Lawesson reagent). The solvent is C=1(C(=CC=CC1)C)C (xylene). Product: OC=1C=CC=C2C(OC(C12)=S)C (7-hydroxy-3-methylisobenzofuran-1(3H)-thione). RXN SMILES: [OH:1][C:2]1[CH:3]=[CH:4][CH:5]=[C:6]2[C:11]=1[C:9](=O)[O:8][CH:7]2[CH3:12].COC1C=CC(P2(SP(C3C=CC(OC)=CC=3)(=S)S2)=[S:22])=CC=1>C1(C)C(C)=CC=CC=1>[OH:1][C:2]1[CH:3]=[CH:4][CH:5]=[C:6]2[C:11]=1[C:9](=[S:22])[O:8][CH:7]2[CH3:12]. Procedure details: 3.9 g of 7-hydroxy-3-methyl-phthalide (see Examples 101 and 111) and 5.1 g of Lawesson reagent are heated in 20 ml of xylene for 4 hours at 140° C. Chromatographic filtration of the mixture on silica gel (eluant: ethyl acetate/n-hexane (1:9)] yields 7-hydroxy-3-methylisobenzofuran-1(3H)-thione, m.p. 39°-41° C.; IR spectrum (CHCl3): C=O 1624, 1604, 1368, 1330, 1304, 1165 cm-1 ; mass spectrum: 180 (M+ =100), 165(58), 137(24). Reactants: C1(CCC1)C(CC)N1C(C(=NC(=C1C)Cl)Cl)=O (1-(1-cyclobutylpropyl)-3,5-dichloro-6-methyl-2(1H)-pyrazinone), Cl.COC=1C=C2CCNC2=C(C1)C (5-methoxy-7-methylindoline hydrochloride). The product is ClC=1N=C(C(N(C1C)C(CC)C1CCC1)=O)N1CCC2=CC(=CC(=C12)Cl)OC (5-Chloro-3-(7-chloro-5-methoxy-2,3-dihydro-1H-indol-1-yl)-1-(1-cyclobutylpropyl)-6-methyl-2(1H)-pyrazinone). As a reaction SMILES: [CH:1]1([CH:5]([N:8]2[C:13]([CH3:14])=[C:12]([Cl:15])[N:11]=[C:10](Cl)[C:9]2=[O:17])[CH2:6][CH3:7])[CH2:4][CH2:3][CH2:2]1.[ClH:18].[CH3:19][O:20][C:21]1[CH:22]=[C:23]2[C:27](=[C:28](C)[CH:29]=1)[NH:26][CH2:25][CH2:24]2>>[Cl:15][C:12]1[N:11]=[C:10]([N:26]2[C:27]3[C:23](=[CH:22][C:21]([O:20][CH3:19])=[CH:29][C:28]=3[Cl:18])[CH2:24][CH2:25]2)[C:9](=[O:17])[N:8]([CH:5]([CH:1]2[CH2:4][CH2:3][CH2:2]2)[CH2:6][CH3:7])[C:13]=1[CH3:14] |f:1.2|. Procedure details: Prepared in a similar fashion as described for Example 536 using 1-(1-cyclobutylpropyl)-3,5-dichloro-6-methyl-2(1H)-pyrazinone and 5-methoxy-7-methylindoline hydrochloride as the starting materials to give a yellow amorphous solid; 1H NMR (300 MHz, CDCl3) δ 6.73 (s, 2H), 4.28 (t, J=8.4 Hz, 2H), 4.04–3.97 (m, 1H), 3.79 (s, 3H), 3.62–3.55 (m, 1H), 3.10 (t, J=7.7 Hz, 2H), 2.50 (s, 3H), 2.42–2.35 (m, 1H), 2.22–2.10 (m, 1H), 1.90–1.50 (m, 5H), 1.58–1.50 (m, 1H), 0.86 (t, J=7.3 Hz, 3H); HRMS (ESI) m/z... Starting materials: Cl.FC(COC1=CC=C(C=N1)C(C)N)(F)F ((−)-1-(6-(2,2,2-trifluoroethoxy)pyridin-3-yl)ethanamine hydrochloride), NC=1C=C(C(=O)O)C=C(N1)OC (2-amino-6-methoxyisonicotinic acid). The product is NC=1C=C(C(=O)NC(C)C=2C=NC(=CC2)OCC(F)(F)F)C=C(N1)OC (2-amino-6-methoxy-N-(1-(6-(2,2,2-trifluoroethoxy)pyridin-3-yl)ethyl)isonicotinamide). The yield is 65.0%. RXN SMILES: Cl.[F:2][C:3]([F:16])([F:15])[CH2:4][O:5][C:6]1[N:11]=[CH:10][C:9]([CH:12]([NH2:14])[CH3:13])=[CH:8][CH:7]=1.[NH2:17][C:18]1[CH:19]=[C:20]([CH:24]=[C:25]([O:27][CH3:28])[N:26]=1)[C:21](O)=[O:22]>>[NH2:17][C:18]1[CH:19]=[C:20]([CH:24]=[C:25]([O:27][CH3:28])[N:26]=1)[C:21]([NH:14][CH:12]([C:9]1[CH:10]=[N:11][C:6]([O:5][CH2:4][C:3]([F:2])([F:15])[F:16])=[CH:7][CH:8]=1)[CH3:13])=[O:22] |f:0.1|. Reported procedure: The title compound is prepared in 65% yield (187 mg, a white solid) from (−)-1-(6-(2,2,2-trifluoroethoxy)pyridin-3-yl)ethanamine hydrochloride (200 mg, 0.78 mmol, Amine-1, single enantiomer) and 2-amino-6-methoxyisonicotinic acid (131 mg, 0.78 mmol) by the similar manner in Step-1 of Example-8. Starting materials: C(#N)C1=CC=C(C=C1)N=C=S (4-cyanophenyl isothiocyanate), N#CN.[Na] (monosodium cyanamide), S(=O)(=O)(OC)OC (dimethyl sulfate). Run in C(C)O (ethanol), C(C)O (ethanol). Yields the product C(#N)C1=CC=C(C=C1)NC(SC)=NC#N (N-(4-cyanophenyl)-N'-cyano-S-methylisothiourea). The yield is 151.7%. Reaction SMILES: [C:1]([C:3]1[CH:8]=[CH:7][C:6]([N:9]=[C:10]=[S:11])=[CH:5][CH:4]=1)#[N:2].[N:12]#[C:13][NH2:14].[Na].S(OC)(O[CH3:20])(=O)=O>C(O)C>[C:1]([C:3]1[CH:4]=[CH:5][C:6]([NH:9][C:10](=[N:12][C:13]#[N:14])[S:11][CH3:20])=[CH:7][CH:8]=1)#[N:2] |f:1.2,^1:14|. Procedure details: A mixture of 32 g (0.1 mol) of 4-cyanophenyl isothiocyanate and of 12.8 g (0.2 mol) of monosodium cyanamide in 100 cm3 of absolute ethanol is maintained for 2 hours at boiling point. After cooling, the precipitate obtained is filtered and washed with 200 cm3 of absolute ethanol. The solid is then placed in suspension in a solution of dimethyl sulfate (25 g, 0.2 mol) in 500 cm3 of ethanol; the mixture is heated for two hours at boiling point. The final precipitate is filtered, washed with 2×100 c... Starting materials: COc1ccc(C(O)CNCc2cccc(OC)c2C)cc1OC, O=C(O)C(F)(F)F, O=S(=O)(O)O. Product: COc1ccc(C2CNCc3c2ccc(OC)c3C)cc1OC. As a reaction SMILES: [CH3:1][O:2][c:3]1[c:4]([CH3:24])[c:5]([CH2:6][NH:7][CH2:8][CH:9]([c:10]2[cH:11][c:12]([O:18][CH3:19])[c:13]([O:16][CH3:17])[cH:14][cH:15]2)[OH:20])[cH:21][cH:22][cH:23]1.[OH:30][C:31]([C:32]([F:33])([F:34])[F:35])=[O:36].[S:25](=[O:26])(=[O:27])([OH:28])[OH:29]>>[CH3:1][O:2][c:3]1[c:4]([CH3:24])[c:5]2[c:21]([cH:22][cH:23]1)[CH:9]([c:10]1[cH:11][c:12]([O:18][CH3:19])[c:13]([O:16][CH3:17])[cH:14][cH:15]1)[CH2:8][NH:7][CH2:6]2.